describe an organic reaction: reactants, conditions, products, and yield From a dataset of the Open Reaction Database (ORD), a public repository of structured organic reaction records. Reactants: COc1ccc2c(c1)Sc1ccc(SC)cc1C(N1CCNCC1)C2, O=C1OCCN1CCCCl. The product is COc1ccc2c(c1)Sc1ccc(SC)cc1C(N1CCN(CCCN3CCOC3=O)CC1)C2. RXN SMILES: [CH3:1][O:2][c:3]1[cH:4][cH:5][c:6]2[c:7]([cH:25]1)[S:8][c:9]1[c:10]([cH:19][c:20]([S:23][CH3:24])[cH:21][cH:22]1)[CH:11]([N:13]1[CH2:14][CH2:15][NH:16][CH2:17][CH2:18]1)[CH2:12]2.[Cl:26][CH2:27][CH2:28][CH2:29][N:30]1[C:31](=[O:35])[O:32][CH2:33][CH2:34]1>>[CH3:1][O:2][c:3]1[cH:4][cH:5][c:6]2[c:7]([cH:25]1)[S:8][c:9]1[c:10]([cH:19][c:20]([S:23][CH3:24])[cH:21][cH:22]1)[CH:11]([N:13]1[CH2:14][CH2:15][N:16]([CH2:27][CH2:28][CH2:29][N:30]3[C:31](=[O:35])[O:32][CH2:33][CH2:34]3)[CH2:17][CH2:18]1)[CH2:12]2. Starting materials: O (Water), ClC1=CC2=C(C=3C(CN=C2C2=C(C=CC=C2)F)=CNC3)C=C1 (8-chloro-6-(2-fluorophenyl)-2H,4H-pyrrolo[3,4-d][2]benzazepine), CC(C)([O-])C.[K+] (potassium t-butoxide), C(C=C)Br (allyl bromide). The solvent is CN(C=O)C (dimethylformamide). Run at temperature 0 celsius, time 15 minute. Yields the product ClC1=CC2=C(C=3C(CN=C2C2=C(C=CC=C2)F)=CN(C3)CC=C)C=C1 (8-Chloro-6-(fluorophenyl)-2-(2-propenyl)-4H-pyrrolo[3,4-d][2]benzazepine). Reaction SMILES: [Cl:1][C:2]1[CH:22]=[CH:21][C:5]2[C:6]3[C:7](=[CH:18][NH:19][CH:20]=3)[CH2:8][N:9]=[C:10]([C:11]3[CH:16]=[CH:15][CH:14]=[CH:13][C:12]=3[F:17])[C:4]=2[CH:3]=1.[CH3:23][C:24](C)([O-])[CH3:25].[K+].C(Br)C=C.O>CN(C)C=O>[Cl:1][C:2]1[CH:22]=[CH:21][C:5]2[C:6]3[C:7](=[CH:18][N:19]([CH2:25][CH:24]=[CH2:23])[CH:20]=3)[CH2:8][N:9]=[C:10]([C:11]3[CH:16]=[CH:15][CH:14]=[CH:13][C:12]=3[F:17])[C:4]=2[CH:3]=1 |f:1.2|. Reported procedure: In one portion, 0.7 g (2.2 mmole) of 8-chloro-6-(2-fluorophenyl)-2H,4H-pyrrolo[3,4-d][2]benzazepine was added to a solution of 0.3 g (2.6 mmole) of potassium t-butoxide in 30 ml of dry dimethylformamide which was cooled to 0° C. After stirring for 15 minutes, 1.0 ml (11 mmole) of allyl bromide was added and the mixture was allowed to warm to room temperature. Water was added and the mixture was extracted with methylene chloride. The methylene chloride solution was washed with water, dried over a... Product: Cc1cc2c(cc1C(=O)N1CCc3cc(Cl)ccc31)[nH]c(=O)c1cnc(C3CCC(C(=O)O)CC3)n12. As a reaction SMILES: [CH3:47][OH:48].[Cl:1][c:2]1[cH:3][c:4]2[c:8]([cH:9][cH:10]1)[N:7]([C:11](=[O:12])[c:13]1[cH:14][c:15]3[nH:16][c:17](=[O:43])[c:18]4[n:19]([c:20]3[cH:21][c:22]1[CH3:23])[c:24]([CH:27]1[CH2:28][CH2:29][CH:30]([C:33](=[O:34])[O:35][CH2:36][c:37]3[cH:38][cH:39][cH:40][cH:41][cH:42]3)[CH2:31][CH2:32]1)[n:25][cH:26]4)[CH2:6][CH2:5]2.[ClH:46].[Na+:45].[OH-:44]>>[Cl:1][c:2]1[cH:3][c:4]2[c:8]([cH:9][cH:10]1)[N:7]([C:11](=[O:12])[c:13]1[cH:14][c:15]3[nH:16][c:17](=[O:43])[c:18]4[n:19]([c:20]3[cH:21][c:22]1[CH3:23])[c:24]([CH:27]1[CH2:28][CH2:29][CH:30]([C:33](=[O:34])[OH:35])[CH2:31][CH2:32]1)[n:25][cH:26]4)[CH2:6][CH2:5]2. Starting materials: CO, Cc1cc2c(cc1C(=O)N1CCc3cc(Cl)ccc31)[nH]c(=O)c1cnc(C3CCC(C(=O)OCc4ccccc4)CC3)n12, Cl, [Na+], [OH-]. Product: Cc1cccc(NC(=O)C2=C(O)c3ccccc3S(=O)(=O)N2C)c(=O)c1. Reaction SMILES: [NH2:19][c:20]1[c:21](=[O:28])[cH:22][c:23]([CH3:27])[cH:24][cH:25][cH:26]1.[OH:1][C:2]1=[C:3]([C:15]([O:17][CH3:16])=[O:18])[N:4]([CH3:14])[S:5](=[O:12])(=[O:13])[c:6]2[c:7]1[cH:8][cH:9][cH:10][cH:11]2.[c:29]1([CH3:30])[c:31]([CH3:32])[cH:33][cH:34][cH:35][cH:36]1>>[OH:1][C:2]1=[C:3]([C:15](=[O:17])[NH:19][c:20]2[c:21](=[O:28])[cH:22][c:23]([CH3:27])[cH:24][cH:25][cH:26]2)[N:4]([CH3:14])[S:5](=[O:12])(=[O:13])[c:6]2[c:7]1[cH:8][cH:9][cH:10][cH:11]2. The reactants are Cc1cccc(N)c(=O)c1, COC(=O)C1=C(O)c2ccccc2S(=O)(=O)N1C, Cc1ccccc1C.